Dataset: the Open Reaction Database (ORD), a public repository of structured organic reaction records. Task: describe an organic reaction: reactants, conditions, products, and yield The reactants are COS(=O)(=O)OC, CC#N, COC(=O)CCCC(=O)Nc1ccc([N+](=O)[O-])cc1[N+](=O)[O-], [K+], [K+], N#N, O=C([O-])[O-]. The product is COC(=O)CCCC(=O)N(C)c1ccc([N+](=O)[O-])cc1[N+](=O)[O-]. As a reaction SMILES: [CH3:25][O:26][S:27]([O:28][CH3:29])(=[O:30])=[O:31].[CH3:38][C:39]#[N:40].[CH3:3][O:4][C:5]([CH2:6][CH2:7][CH2:8][C:9]([NH:10][c:11]1[c:12]([N+:20](=[O:21])[O-:22])[cH:13][c:14]([N+:17](=[O:18])[O-:19])[cH:15][cH:16]1)=[O:23])=[O:24].[K+:32].[K+:33].[N:1]#[N:2].[O-:34][C:35]([O-:36])=[O:37]>>[CH3:3][O:4][C:5]([CH2:6][CH2:7][CH2:8][C:9]([N:10]([c:11]1[c:12]([N+:20](=[O:21])[O-:22])[cH:13][c:14]([N+:17](=[O:18])[O-:19])[cH:15][cH:16]1)[CH3:25])=[O:23])=[O:24]. Reactants: PdCl2dppf, FC(S(=O)(=O)OC1=CC(=C2OC=3C=CC(=CC3C3(C2=C1)N=C(N1C3=NC=C1)NC(=O)OC(C)(C)C)C=1C(=NC=CC1)F)F)(F)F (5-(tert-butoxycarbonylamino)-5′-fluoro-2′-(2-fluoropyridin-3-yl)spiro[imidazo[1,5-a]imidazole-7,9′-xanthene]-7′-yl trifluoromethanesulfonate), C([O-])([O-])=O.[K+].[K+] (potassium carbonate), FC1=NC=CC(=C1)B(O)O (2-fluoropyridin-4-ylboronic acid). The solvent is O1CCOCC1.O (dioxane water). Reaction conditions: temperature 100 celsius. Product: FC1=CC(=CC=2C3(C4=CC(=CC=C4OC12)C=1C(=NC=CC1)F)N=C(N1C3=NC=C1)NC(OC(C)(C)C)=O)C1=CC(=NC=C1)F (tert-butyl 4′-fluoro-7′-(2-fluoropyridin-3-yl)-2′-(2-fluoropyridin-4-yl)spiro[imidazo[1,5-a]imidazole-7,9′-xanthene]-5-ylcarbamate). The yield is 54.5%. RXN SMILES: C(=O)([O-])[O-].[K+].[K+].[F:7][C:8]1[CH:13]=[C:12](B(O)O)[CH:11]=[CH:10][N:9]=1.FC(F)(F)S(O[C:23]1[CH:36]=[C:35]2[C:26]([O:27][C:28]3[CH:29]=[CH:30][C:31]([C:52]4[C:53]([F:58])=[N:54][CH:55]=[CH:56][CH:57]=4)=[CH:32][C:33]=3[C:34]32[C:40]2=[N:41][CH:42]=[CH:43][N:39]2[C:38]([NH:44][C:45]([O:47][C:48]([CH3:51])([CH3:50])[CH3:49])=[O:46])=[N:37]3)=[C:25]([F:59])[CH:24]=1)(=O)=O>O1CCOCC1.O>[F:59][C:25]1[C:26]2[O:27][C:28]3[C:33](=[CH:32][C:31]([C:52]4[C:53]([F:58])=[N:54][CH:55]=[CH:56][CH:57]=4)=[CH:30][CH:29]=3)[C:34]3([C:40]4=[N:41][CH:42]=[CH:43][N:39]4[C:38]([NH:44][C:45](=[O:46])[O:47][C:48]([CH3:50])([CH3:49])[CH3:51])=[N:37]3)[C:35]=2[CH:36]=[C:23]([C:12]2[CH:11]=[CH:10][N:9]=[C:8]([F:7])[CH:13]=2)[CH:24]=1 |f:0.1.2,5.6|. Procedure: PdCl2dppf (25.1 mg, 0.031 mmol), potassium carbonate (1232 μL, 1.232 mmol), 2-fluoropyridin-4-ylboronic acid (87 mg, 0.616 mmol), and 5-(tert-butoxycarbonylamino)-5′-fluoro-2′-(2-fluoropyridin-3-yl)spiro[imidazo[1,5-a]imidazole-7,9′-xanthene]-7′-yl trifluoromethanesulfonate (200 mg, 0.308 mmol) were combined in dioxane/water 4:1 (3079 μL) and heated at 100° C. for 2 hours. The solution was concentrated. The product was purified via silica gel column chromatography using 0-60% EtOAc in hexane to ...